This data is from the Open Reaction Database (ORD), a public repository of structured organic reaction records. The task is: describe an organic reaction: reactants, conditions, products, and yield Reactants: CCCN1CCC(c2ccc(N)cc2)C1, C1CCOC1, C[Si](C)(C)[N-][Si](C)(C)C, O=S(=O)(F)c1ccc(SC(F)(F)F)cc1, [K+]. The product is CCCN1CCC(c2ccc(NS(=O)(=O)c3ccc(SC(F)(F)F)cc3)cc2)C1. RXN SMILES: [CH2:1]([CH2:2][CH3:3])[N:4]1[CH2:5][CH:6]([c:9]2[cH:10][cH:11][c:12]([NH2:15])[cH:13][cH:14]2)[CH2:7][CH2:8]1.[CH2:41]1[O:42][CH2:43][CH2:44][CH2:45]1.[CH3:16][Si:17]([CH3:18])([CH3:19])[N-:20][Si:21]([CH3:22])([CH3:23])[CH3:24].[F:26][C:27]([S:28][c:29]1[cH:30][cH:31][c:32]([S:35](=[O:36])(=[O:37])[F:38])[cH:33][cH:34]1)([F:39])[F:40].[K+:25]>>[CH2:1]([CH2:2][CH3:3])[N:4]1[CH2:5][CH:6]([c:9]2[cH:10][cH:11][c:12]([NH:15][S:35]([c:32]3[cH:31][cH:30][c:29]([S:28][C:27]([F:26])([F:39])[F:40])[cH:34][cH:33]3)(=[O:36])=[O:37])[cH:13][cH:14]2)[CH2:7][CH2:8]1. The solvent is C(C)O (ethanol). Product: C1(=CC=C(C=C1)S(=O)(=O)N([C@@H](CC1=CC=CC=C1)C(=O)NC(CC1=CC=CC=C1)C(=O)O)C)C (N-(Toluene-4sulfonyl)-N-methyl-L-phenylalanyl-D,L-phenylalanine). The reactants are C1(=CC=C(C=C1)S(=O)(=O)N([C@@H](CC1=CC=CC=C1)C(=O)O)C)C (N-(Toluene-4-sulfonyl)-N-methylphenylalanine), ethyl ester, [OH-].[Na+] (NaOH), C(C)OC([C@@H](N)CC1=CC=CC=C1)=O (L-phenylalanine ethyl ester). As a reaction SMILES: [C:1]1([CH3:23])[CH:6]=[CH:5][C:4]([S:7]([N:10]([CH3:22])[C@H:11]([C:19]([OH:21])=O)[CH2:12][C:13]2[CH:18]=[CH:17][CH:16]=[CH:15][CH:14]=2)(=[O:9])=[O:8])=[CH:3][CH:2]=1.C([O:26][C:27](=[O:37])[C@H:28]([CH2:30][C:31]1[CH:36]=[CH:35][CH:34]=[CH:33][CH:32]=1)[NH2:29])C.[OH-].[Na+]>C(O)C>[C:1]1([CH3:23])[CH:2]=[CH:3][C:4]([S:7]([N:10]([CH3:22])[C@H:11]([C:19]([NH:29][CH:28]([C:27]([OH:37])=[O:26])[CH2:30][C:31]2[CH:36]=[CH:35][CH:34]=[CH:33][CH:32]=2)=[O:21])[CH2:12][C:13]2[CH:18]=[CH:17][CH:16]=[CH:15][CH:14]=2)(=[O:9])=[O:8])=[CH:5][CH:6]=1 |f:2.3|. Procedure details: N-Methyl-L-phenylalanine (500 mg, 2.79 mmol) was dissolved in 1N NaOH (6 mL). Dioxane (9 mL)) was added, followed by p-toluenesulfonyl chloride (532 mg, 2.79 mmol) and the mixture was vigorously stirred for 1 hr. The volatiles were removed in vacuo and the residue was dissolved in water (30 mL) and washed with Et2O (2×30 mL) before making acidic with 1N HCl. The mixture was extracted with CHCl3 (3×30 mL) and the extracts were evaporated in vacuo to give N-(toluene-4-sulfonyl)-N-methylphenylalani... Starting materials: BrC1=CC=CC(=N1)C=O (6-bromo-2-pyridine carboxaldehyde), N1CCCCC1 (piperidine), solution, C(=O)([O-])[O-].[Na+].[Na+] (Na2CO3), [BH-](OC(=O)C)(OC(=O)C)OC(=O)C.[Na+] (NaBH(OAc)3), CC(=O)O (AcOH). The solvent is C(Cl)Cl (CH2Cl2). Conditions: time 20 hour. Product: BrC1=NC(=CC=C1)CN1CCCCC1 (2-Bromo-6-(piperidin-1-ylmethyl)pyridine). RXN SMILES: [Br:1][C:2]1[N:7]=[C:6]([CH:8]=O)[CH:5]=[CH:4][CH:3]=1.[NH:10]1[CH2:15][CH2:14][CH2:13][CH2:12][CH2:11]1.[BH-](OC(C)=O)(OC(C)=O)OC(C)=O.[Na+].CC(O)=O.C([O-])([O-])=O.[Na+].[Na+]>C(Cl)Cl>[Br:1][C:2]1[CH:3]=[CH:4][CH:5]=[C:6]([CH2:8][N:10]2[CH2:15][CH2:14][CH2:13][CH2:12][CH2:11]2)[N:7]=1 |f:2.3,5.6.7|. Procedure details: To a stirred solution of 6-bromo-2-pyridine carboxaldehyde (5.05 g, 27 mmol) in anhydrous CH2Cl2 (200 mL) at RT, under N2, piperidine (2.95 mL, 29 mmol) was added, followed by NaBH(OAc)3 (11.51 g, 54 mmol) and AcOH (6.2 mL, 108 mmol) 30 min later. After 20 h, a 2M solution of Na2CO3(aq) (20 mL) was added. The mixture was vigorously stirred for an additional 30 min, washed successively with a saturated solution of NaHCO3(aq) until the pH of the aqueous layer reached 7 (2×100 mL), H2O (100 mL) and... Reactants: Nc1ccc(N2CCOCC2)nc1, O=C(O)c1nc(-c2ccccc2)cs1. Yields the product O=C(Nc1ccc(N2CCOCC2)nc1)c1nc(-c2ccccc2)cs1. Reaction SMILES: [O:15]1[CH2:16][CH2:17][N:18]([c:21]2[cH:22][cH:23][c:24]([NH2:27])[cH:25][n:26]2)[CH2:19][CH2:20]1.[c:1]1(-[c:7]2[n:8][c:9]([C:12](=[O:13])[OH:14])[s:10][cH:11]2)[cH:2][cH:3][cH:4][cH:5][cH:6]1>>[c:1]1(-[c:7]2[n:8][c:9]([C:12](=[O:14])[NH:27][c:24]3[cH:23][cH:22][c:21]([N:18]4[CH2:17][CH2:16][O:15][CH2:20][CH2:19]4)[n:26][cH:25]3)[s:10][cH:11]2)[cH:2][cH:3][cH:4][cH:5][cH:6]1. Starting materials: COC=1C=C(CN2C(CCC2)=O)C=C(C1OC)OC (1-(3,4,5-trimethoxybenzyl)-2-oxopyrrolidine), FC1=CC=C(CBr)C=C1 (4-fluorobenzyl bromide), O1CCCC1 (tetrahydrofuran), C(C)(CC)[Li] (sec-butyl lithium). Solvent: C(C)(=O)OCC.CCCCCC (ethyl acetate hexane), O (water). Run at temperature -78 celsius, time 30 minute. The product is COC=1C=C(CN2C(C(CC2)CC2=CC=C(C=C2)F)=O)C=C(C1OC)OC (1-(3,4,5-trimethoxybenzyl)-3-(4-fluorophenylmethyl)-2-oxopyrrolidine). RXN SMILES: [CH3:1][O:2][C:3]1[CH:4]=[C:5]([CH:13]=[C:14]([O:18][CH3:19])[C:15]=1[O:16][CH3:17])[CH2:6][N:7]1[CH2:11][CH2:10][CH2:9][C:8]1=[O:12].O1CCCC1.C([Li])(CC)C.[F:30][C:31]1[CH:38]=[CH:37][C:34]([CH2:35]Br)=[CH:33][CH:32]=1>C(OCC)(=O)C.CCCCCC.O>[CH3:1][O:2][C:3]1[CH:4]=[C:5]([CH:13]=[C:14]([O:18][CH3:19])[C:15]=1[O:16][CH3:17])[CH2:6][N:7]1[CH2:11][CH2:10][CH:9]([CH2:35][C:34]2[CH:37]=[CH:38][C:31]([F:30])=[CH:32][CH:33]=2)[C:8]1=[O:12] |f:4.5|. Procedure: Combine 1-(3,4,5-trimethoxybenzyl)-2-oxopyrrolidine (0.98 g, 3.70 mmol) and tetrahydrofuran (10 mL). Cool to −78° C. using a dry-ice/acetone bath. Add a solution of sec-butyl lithium (2.99 mL, 1.3 M in hexane, 3.88 mmol). After 30 minutes, add 4-fluorobenzyl bromide (0.70 g, 3.70 mmol). After the addition is complete, warm to ambient temperature. After 2 hours, add water and extract three times with ethyl acetate. Dry the combined organic layers over Na2SO4, filter, and concentrate in vacuo to o... Starting materials: ClC=1C=C(C=CC1Cl)NC(=O)N1CCN(CC1)C(=O)C1CN(CCO1)C(=O)OC(C)(C)C (tert-butyl 2-[(4-{[(3,4-dichlorophenyl)amino]carbonyl}piperazin-1-yl)carbonyl]morpholine-4-carboxylate). The solvent is FC(C(=O)O)(F)F.ClCCl (Trifluoroacetic acid dichloromethane). Reaction conditions: time 30 minute. Yields the product ClC=1C=C(C=CC1Cl)NC(=O)N1CCN(CC1)C(=O)C1CNCCO1 (N-(3,4-Dichlorophenyl)-4-(morpholin-2-ylcarbonyl)piperazine-1-carboxamide). The yield is 97.9%. Reaction SMILES: [Cl:1][C:2]1[CH:3]=[C:4]([NH:9][C:10]([N:12]2[CH2:17][CH2:16][N:15]([C:18]([CH:20]3[O:25][CH2:24][CH2:23][N:22](C(OC(C)(C)C)=O)[CH2:21]3)=[O:19])[CH2:14][CH2:13]2)=[O:11])[CH:5]=[CH:6][C:7]=1[Cl:8]>FC(F)(F)C(O)=O.ClCCl>[Cl:1][C:2]1[CH:3]=[C:4]([NH:9][C:10]([N:12]2[CH2:17][CH2:16][N:15]([C:18]([CH:20]3[O:25][CH2:24][CH2:23][NH:22][CH2:21]3)=[O:19])[CH2:14][CH2:13]2)=[O:11])[CH:5]=[CH:6][C:7]=1[Cl:8] |f:1.2|. Procedure: Trifluoroacetic acid/dichloromethane (1:1, 10 ml) was added to tert-butyl 2-[(4-{[(3,4-dichlorophenyl)amino]carbonyl}piperazin-1-yl)carbonyl]morpholine-4-carboxylate (900 mg, impure) followed by stirring for 30 min. The solvent was removed under reduced pressure then taken up in 1M. NaOH (aq.) (30 ml) and extracted with ethyl acetate (3×30 ml). The combined organic layers were dried (MgSO4), filtered and evaporated to form the title compound (700 mg) as a white foam which was used without furthe... The reactants are Cc1ccc(Br)cc1, [Mg]. Product: [Br-], Cc1ccc([Mg+])cc1. Reaction SMILES: [Br:1][c:2]1[cH:3][cH:4][c:5]([CH3:8])[cH:6][cH:7]1.[Mg:9]>>[Br-:1].[c:2]1([Mg+:9])[cH:3][cH:4][c:5]([CH3:8])[cH:6][cH:7]1. The reactants are CC=1N=C(SC1)N (4-methylthiazol-2-amine), C1(=CC=CC=C1)P(C1=CC=CC=2C(C3=CC=CC(=C3OC12)P(C1=CC=CC=C1)C1=CC=CC=C1)(C)C)C1=CC=CC=C1 (4,5-bis(diphenylphosphino)-9,9-dimethyl-9H-xanthene), ClC1=NC=CC(=C1)OC1=C(C=CC=C1C)C (2-chloro-4-(2,6-dimethylphenoxy)pyridine), P(=O)([O-])([O-])[O-].[K+].[K+].[K+] (potassium phosphate). The reagents and catalysts are C=1C=CC(=CC1)/C=C/C(=O)/C=C/C2=CC=CC=C2.C=1C=CC(=CC1)/C=C/C(=O)/C=C/C2=CC=CC=C2.C=1C=CC(=CC1)/C=C/C(=O)/C=C/C2=CC=CC=C2.[Pd].[Pd] (Pd2(dba)3). The product is CC1=C(OC2=CC(=NC=C2)NC=2SC=C(N2)C)C(=CC=C1)C (N-(4-(2,6-dimethylphenoxy)pyridin-2-yl)-4-methylthiazol-2-amine). The yield is 43.5%. Reaction SMILES: [CH3:1][C:2]1[N:3]=[C:4]([NH2:7])[S:5][CH:6]=1.Cl[C:9]1[CH:14]=[C:13]([O:15][C:16]2[C:21]([CH3:22])=[CH:20][CH:19]=[CH:18][C:17]=2[CH3:23])[CH:12]=[CH:11][N:10]=1.P([O-])([O-])([O-])=O.[K+].[K+].[K+].C1(P(C2C=CC=CC=2)C2C3OC4C(=CC=CC=4P(C4C=CC=CC=4)C4C=CC=CC=4)C(C)(C)C=3C=CC=2)C=CC=CC=1>C1C=CC(/C=C/C(/C=C/C2C=CC=CC=2)=O)=CC=1.C1C=CC(/C=C/C(/C=C/C2C=CC=CC=2)=O)=CC=1.C1C=CC(/C=C/C(/C=C/C2C=CC=CC=2)=O)=CC=1.[Pd].[Pd]>[CH3:23][C:17]1[CH:18]=[CH:19][CH:20]=[C:21]([CH3:22])[C:16]=1[O:15][C:13]1[CH:12]=[CH:11][N:10]=[C:9]([NH:7][C:4]2[S:5][CH:6]=[C:2]([CH3:1])[N:3]=2)[CH:14]=1 |f:2.3.4.5,7.8.9.10.11|. Procedure details: Using the method of Example 3, Step B, 4-methylthiazol-2-amine (0.244 g, 2.14 mmol), 2-chloro-4-(2,6-dimethylphenoxy)pyridine (0.500 g, 2.14 mmol), potassium phosphate (0.500 g, 2.35 mmol), Pd2(dba)3 (0.098 g, 0.107 mmol), and 4,5-bis(diphenylphosphino)-9,9-dimethyl-9H-xanthene (0.062 g, 0.107 mmol) were reacted to provide N-(4-(2,6-dimethylphenoxy)pyridin-2-yl)-4-methylthiazol-2-amine (0.290 g, 44% yield). 1H NMR (d6-DMSO) δ 10.93 (s, 1H), 8.13 (d, 1H), 7.15-7.22 (m, 3H), 6.50 (s, 1H), 6.40 (d,...